Dataset: the Open Reaction Database (ORD), a public repository of structured organic reaction records. Task: describe an organic reaction: reactants, conditions, products, and yield Starting materials: purified product, N=1N(N=C2C1C=CC=C2)C2=C(C=CC(=C2)CCO)O (2-(2H-benzotriazole-2-yl)-4-(2-hydroxyethyl)phenol), C=O (paraformaldehyde), C(C)NCC (diethylamine). Run in C(CCC)O (n-butanol). Run at temperature 105 celsius. The product is N=1N(N=C2C1C=CC=C2)C2=C(C(=CC(=C2)CCO)CN(CC)CC)O (2-(2H-benzotriazole-2-yl)-4-(2-hydroxyethyl)-6-(N,N-diethylaminomethyl)phenol). Isolated yield 98.9%. Reaction SMILES: [N:1]1[N:2]([C:10]2[CH:15]=[C:14]([CH2:16][CH2:17][OH:18])[CH:13]=[CH:12][C:11]=2[OH:19])[N:3]=[C:4]2[CH:9]=[CH:8][CH:7]=[CH:6][C:5]=12.[CH2:20]=O.[CH2:22]([NH:24][CH2:25][CH3:26])[CH3:23]>C(O)CCC>[N:1]1[N:2]([C:10]2[CH:15]=[C:14]([CH2:16][CH2:17][OH:18])[CH:13]=[C:12]([CH2:20][N:24]([CH2:25][CH3:26])[CH2:22][CH3:23])[C:11]=2[OH:19])[N:3]=[C:4]2[CH:9]=[CH:8][CH:7]=[CH:6][C:5]=12. Procedure: In 25 ml of n-butanol were dissolved 25.5 g (0.1 mols) of the purified product of 2-(2H-benzotriazole-2-yl)-4-(2-hydroxyethyl)phenol synthesized in Example 6, 5.2 g of 80% paraformaldehyde and 11.0 g (0.15 mols) of diethylamine. The solution was refluxed with heating at 105° C. for 24 hours. After completion of the reaction, the solvent and remaining raw materials were collected under reduced pressure, giving 34.7 g of objective 2-(2H-benzotriazole-2-yl)-4-(2-hydroxyethyl)-6-(N,N-diethylaminomet...